describe an organic reaction: reactants, conditions, products, and yield From a dataset of the Open Reaction Database (ORD), a public repository of structured organic reaction records. Reactants: OCN1C=C(C(=C1)C#N)C1=C(C=CC=C1)Cl (N-hydroxymethyl-3-(2-chlorophenyl)-4-cyanopyrrole), S(=O)(Cl)Cl (thionyl chloride). The solvent is C1(=CC=CC=C1)C (toluene). Run at time 2 hour. Product: ClCN1C=C(C(=C1)C#N)C1=C(C=CC=C1)Cl (N-Chloromethyl-3-(2-chlorophenyl)-4-cyanopyrrole). As a reaction SMILES: O[CH2:2][N:3]1[CH:7]=[C:6]([C:8]#[N:9])[C:5]([C:10]2[CH:15]=[CH:14][CH:13]=[CH:12][C:11]=2[Cl:16])=[CH:4]1.S(Cl)([Cl:19])=O>C1(C)C=CC=CC=1>[Cl:19][CH2:2][N:3]1[CH:7]=[C:6]([C:8]#[N:9])[C:5]([C:10]2[CH:15]=[CH:14][CH:13]=[CH:12][C:11]=2[Cl:16])=[CH:4]1. Procedure: With efficient stirring, 48 g of N-hydroxymethyl-3-(2-chlorophenyl)-4-cyanopyrrole are added in several portions to 60 ml of thionyl chloride such that moderate gas evolution is maintained. When the evolution of gas ceases, the mixture is stirred for 2 hours at room temperature and then for 21/2 hours at 35°-40° C. After cooling to room temperature, toluene is added and the mixture is concentrated. The residue is recrystallised from diethyl ether/petroleum, affording the title compound in the fo... Reactants: C(C)(=O)OCC (ethyl acetate), CC1=CC=C(C=C1)C=1C(=CC=CC1)C(=O)NC1=CC=C(C(=O)N(C2=C(C=CC=C2)OCC(=O)O)C)C=C1 (4-(4′-methylbiphenyl-2-carboxamido)-N-methyl-N-(2-carboxymethoxyphenyl)benzamide), CN1CCNCC1 (N-methylpiperazine), O.ON1N=NC2=C1C=CC=C2 (1-hydroxybenzotriazole hydrate), Cl.C(C)N=C=NCCCN(C)C (N-ethyl-N′-(3-dimethylaminopropyl)carbodiimide hydrochloride). RXN SMILES: [CH3:1][C:2]1[CH:7]=[CH:6][C:5]([C:8]2[C:9]([C:14]([NH:16][C:17]3[CH:37]=[CH:36][C:20]([C:21]([N:23](C)[C:24]4C=CC=CC=4OCC(O)=O)=[O:22])=[CH:19][CH:18]=3)=[O:15])=[CH:10][CH:11]=[CH:12][CH:13]=2)=[CH:4][CH:3]=1.[CH3:38][N:39]1[CH2:44][CH2:43][NH:42][CH2:41][CH2:40]1.[OH2:45].ON1[C:51]2[CH:52]=CC=[CH:55][C:50]=2N=N1.Cl.C(N=C=NCCCN(C)C)C.[C:68]([O:71][CH2:72][CH3:73])(=O)[CH3:69]>CN(C)C=O>[CH3:1][C:2]1[CH:3]=[CH:4][C:5]([C:8]2[C:9]([C:14]([NH:16][C:17]3[CH:18]=[CH:19][C:20]([C:21]([N:23]([CH3:24])[C:69]4[CH:52]=[CH:51][CH:50]=[CH:55][C:68]=4[O:71][CH2:72][C:73]([N:42]4[CH2:43][CH2:44][N:39]([CH3:38])[CH2:40][CH2:41]4)=[O:45])=[O:22])=[CH:36][CH:37]=3)=[O:15])=[CH:10][CH:11]=[CH:12][CH:13]=2)=[CH:6][CH:7]=1 |f:2.3,4.5|. The solvent is CN(C=O)C (N,N-dimethylformamide). Procedure: To a solution of 4-(4′-methylbiphenyl-2-carboxamido)-N-methyl-N-(2-carboxymethoxyphenyl)benzamide (295 mg), N-methylpiperazine (60 mg) and 1-hydroxybenzotriazole hydrate (97 mg) in N,N-dimethylformamide (5 ml) was added N-ethyl-N′-(3-dimethylaminopropyl)carbodiimide hydrochloride (137 mg) at 0° C. and the mixture was stirred at ambient temperature for 15 hours. The resulting mixture was diluted with ethyl acetate and then the organic layer was washed successively with saturated sodium bicarbonat... The product is CC1=CC=C(C=C1)C=1C(=CC=CC1)C(=O)NC1=CC=C(C(=O)N(C2=C(C=CC=C2)OCC(=O)N2CCN(CC2)C)C)C=C1 (4-(4′-methylbiphenyl-2-carboxamido)-N-methyl-N-[2-(4-methyl-1-piperazinyl)carbonylmethoxyphenyl]benzamide). Run at time 15 hour.